Task: describe an organic reaction: reactants, conditions, products, and yield. Dataset: the Open Reaction Database (ORD), a public repository of structured organic reaction records Starting materials: CO, Cl, CCOC(=O)c1cn(CCF)c2c(OC)c(F)c(F)cc2c1=O, [Na+], [OH-]. Product: COc1c(F)c(F)cc2c(=O)c(C(=O)O)cn(CCF)c12. As a reaction SMILES: [CH3:27][OH:28].[ClH:26].[F:3][c:4]1[cH:5][c:6]2[c:7](=[O:25])[c:8]([C:20](=[O:21])[O:22][CH2:23][CH3:24])[cH:9][n:10]([CH2:17][CH2:18][F:19])[c:11]2[c:12]([O:15][CH3:16])[c:13]1[F:14].[Na+:2].[OH-:1]>>[F:3][c:4]1[cH:5][c:6]2[c:7](=[O:25])[c:8]([C:20](=[O:21])[OH:22])[cH:9][n:10]([CH2:17][CH2:18][F:19])[c:11]2[c:12]([O:15][CH3:16])[c:13]1[F:14]. The reactants are CC=1C=C(N=NC1N(N)C)C1=CC(=CC=C1)[N+](=O)[O-] (5-methyl-3-(m-nitrophenyl)-6-(1-methylhydrazino)pyridazine), C(C)(C)N(CC)C(C)C (diisopropylethylamine), ClC(=O)OCC (ethyl chloroformate). The solvent is O1CCOCC1 (dioxane). The product is CN(NC(=O)OCC)C=1N=NC(=C(C1)C)C1=CC(=CC=C1)[N+](=O)[O-] (Ethyl 3-methyl-3-[5-methyl-6-(m-nitrophenyl)-3-pyridazinyl]-carbazate). Reaction SMILES: C[C:2]1[CH:3]=[C:4]([C:11]2[CH:16]=[CH:15][CH:14]=[C:13]([N+:17]([O-:19])=[O:18])[CH:12]=2)[N:5]=[N:6][C:7]=1[N:8]([CH3:10])[NH2:9].[CH:20](N(C(C)C)CC)(C)C.Cl[C:30]([O:32][CH2:33][CH3:34])=[O:31]>O1CCOCC1>[CH3:10][N:8]([C:7]1[N:6]=[N:5][C:4]([C:11]2[CH:16]=[CH:15][CH:14]=[C:13]([N+:17]([O-:19])=[O:18])[CH:12]=2)=[C:3]([CH3:20])[CH:2]=1)[NH:9][C:30]([O:32][CH2:33][CH3:34])=[O:31]. Procedure: A mixture of 1.6 g. of 5-methyl-3-(m-nitrophenyl)-6-(1-methylhydrazino)pyridazine, 1.03 g. of diisopropylethylamine and 40 ml. of dioxane in a 100 ml. round bottom flask is warmed slightly until solution takes place. A 0.75 g. portion of ethyl chloroformate is pipetted into the solution for one hour and then the dioxane is removed on a rotating evaporator. The product is obtained after recrystallization from acetone-petroleum ether, m.p. 142°-144° C. Starting materials: CCCCCN1C(=O)C(C)(C)c2cc(N)c([N+](=O)[O-])cc21, Nc1cccc(CCC(=O)Cl)c1. Yields the product CCCCCN1C(=O)C(C)(C)c2cc(NC(=O)CCc3cccc(N)c3)c([N+](=O)[O-])cc21. As a reaction SMILES: [NH2:1][c:2]1[cH:3][c:4]2[c:8]([cH:9][c:10]1[N+:11](=[O:12])[O-:13])[N:7]([CH2:14][CH2:15][CH2:16][CH2:17][CH3:18])[C:6](=[O:19])[C:5]2([CH3:20])[CH3:21].[NH2:22][c:23]1[cH:24][c:25]([CH2:29][CH2:30][C:31](=[O:32])[Cl:33])[cH:26][cH:27][cH:28]1>>[NH:1]([c:2]1[cH:3][c:4]2[c:8]([cH:9][c:10]1[N+:11](=[O:12])[O-:13])[N:7]([CH2:14][CH2:15][CH2:16][CH2:17][CH3:18])[C:6](=[O:19])[C:5]2([CH3:20])[CH3:21])[C:31]([CH2:30][CH2:29][c:25]1[cH:24][c:23]([NH2:22])[cH:28][cH:27][cH:26]1)=[O:32]. Reaction SMILES: [CH:35]([Cl:36])([Cl:37])[Cl:38].[Cl:1][c:2]1[c:3]([NH2:4])[cH:5][cH:6][c:7]([O:9][c:10]2[n:11][cH:12][n:13][c:14]3[cH:15][c:16]([O:22][CH3:23])[c:17]([O:20][CH3:21])[cH:18][c:19]23)[cH:8]1.[F:24][c:25]1[c:26]([N:32]=[C:33]=[O:34])[cH:27][cH:28][c:29]([F:31])[cH:30]1>>[Cl:1][c:2]1[c:3]([NH:4][C:33]([NH:32][c:26]2[c:25]([F:24])[cH:30][c:29]([F:31])[cH:28][cH:27]2)=[O:34])[cH:5][cH:6][c:7]([O:9][c:10]2[n:11][cH:12][n:13][c:14]3[cH:15][c:16]([O:22][CH3:23])[c:17]([O:20][CH3:21])[cH:18][c:19]23)[cH:8]1. The product is COc1cc2ncnc(Oc3ccc(NC(=O)Nc4ccc(F)cc4F)c(Cl)c3)c2cc1OC. Reactants: ClC(Cl)Cl, COc1cc2ncnc(Oc3ccc(N)c(Cl)c3)c2cc1OC, O=C=Nc1ccc(F)cc1F. Starting materials: CS(=O)(=O)C1=CC=C(CC=2C=C(C(=O)OC)C=CN2)C=C1 (Methyl 2-(4-(methylsulfonyl)benzyl)isonicotinate). The reagents and catalysts are O=[Pt]=O (PtO2). Run in C(C)(=O)O (acetic acid). Reaction conditions: time 30 minute. The product is CS(=O)(=O)C1=CC=C(CC2NCCC(C2)C(=O)OC)C=C1 (methyl 2-(4-(methylsulfonyl)benzyl)piperidine-4-carboxylate). Isolated yield 65.9%. Reaction SMILES: [CH3:1][S:2]([C:5]1[CH:21]=[CH:20][C:8]([CH2:9][C:10]2[CH:11]=[C:12]([CH:17]=[CH:18][N:19]=2)[C:13]([O:15][CH3:16])=[O:14])=[CH:7][CH:6]=1)(=[O:4])=[O:3]>C(O)(=O)C.O=[Pt]=O>[CH3:1][S:2]([C:5]1[CH:6]=[CH:7][C:8]([CH2:9][CH:10]2[CH2:11][CH:12]([C:13]([O:15][CH3:16])=[O:14])[CH2:17][CH2:18][NH:19]2)=[CH:20][CH:21]=1)(=[O:4])=[O:3]. Procedure details: Methyl 2-(4-(methylsulfonyl)benzyl)isonicotinate (8.0 g, 26.2 mmol) was dissolved in acetic acid (250 mL). Activated carbon was added and stirred for 30 min. The activated carbon was filtered off. To the solution was added PtO2 (0.119 g, 0.52 mmol) and the reaction mixture hydrogenated in a Büchi hydrogenator overnight at room temperature and 9 bar. The catalyst was filtered off. The solvent was evaporated. The crude was partitioned between Na2CO3 (aq) and ethyl acetate. The organic layer was dr... The reactants are ClS(=O)(=O)O (chlorosulfonic acid), CN(C1=CC=CC=C1)C(C)=O (N-Methylacetanilide), ClS(=O)(=O)O (chlorosulfonic acid), ice, C(C)(C)OC(C)C (isopropyl ether). Conditions: temperature 80 celsius, time 10 minute. Isolated yield 42.0%. Yields the product C(C)(=O)N(C)C1=CC=C(C=C1)S(=O)(=O)Cl (4-(N-Acetyl-N-methylamino)benzenesulfonyl chloride). The solvent is CCCCCC (hexane). RXN SMILES: [CH3:1][N:2]([C:9](=[O:11])[CH3:10])[C:3]1[CH:8]=[CH:7][CH:6]=[CH:5][CH:4]=1.[Cl:12][S:13](O)(=[O:15])=[O:14].C(OC(C)C)(C)C>CCCCCC>[C:9]([N:2]([C:3]1[CH:8]=[CH:7][C:6]([S:13]([Cl:12])(=[O:15])=[O:14])=[CH:5][CH:4]=1)[CH3:1])(=[O:11])[CH3:10]. Procedure details: N-Methylacetanilide (25.0 g, 188.0 mmol) was added to chlorosulfonic acid (62.8 ml) under cooling with ice in portions at such a rate as not to raise the temperature of the resulting mixture to 50° C. or above, which took about 10 minutes. The obtained mixture was stirred at 80° C. for 2.5 hours and poured into a mixture comprising ice (200 ml), hexane (30 ml) and isopropyl ether (30 ml) under cooling with ice at 20° C. or below in portions to decompose excess chlorosulfonic acid. The precipitat... The reactants are CN(C(=O)C1=CC=C(C=C1)C)CCO (N-methyl-N-(2-hydroxyethyl)-p-toluamide), C(CCCCCCC\C=C/CCCCCCCC)(=O)Cl (oleoyl chloride). Yields the product CN(C(=O)C1=CC=C(C=C1)C)CCOC(CCCCCCC\C=C/CCCCCCCC)=O (N-methyl-N-(2-oleoyloxyethyl)-p-toluamide). RXN SMILES: [CH3:1][N:2]([CH2:12][CH2:13][OH:14])[C:3]([C:5]1[CH:10]=[CH:9][C:8]([CH3:11])=[CH:7][CH:6]=1)=[O:4].[C:15](Cl)(=[O:33])[CH2:16][CH2:17][CH2:18][CH2:19][CH2:20][CH2:21][CH2:22]/[CH:23]=[CH:24]\[CH2:25][CH2:26][CH2:27][CH2:28][CH2:29][CH2:30][CH2:31][CH3:32]>>[CH3:1][N:2]([CH2:12][CH2:13][O:14][C:15](=[O:33])[CH2:16][CH2:17][CH2:18][CH2:19][CH2:20][CH2:21][CH2:22]/[CH:23]=[CH:24]\[CH2:25][CH2:26][CH2:27][CH2:28][CH2:29][CH2:30][CH2:31][CH3:32])[C:3]([C:5]1[CH:10]=[CH:9][C:8]([CH3:11])=[CH:7][CH:6]=1)=[O:4]. Procedure: N-methyl-N-(2-oleoyloxyethyl)-p-toluamide was prepared by the procedure of example 1 from 19 gms. (0.1 mole) of N-methyl-N-(2-hydroxyethyl)-p-toluamide and 30 gms. (0.1 mole) of oleoyl chloride. The structure of the final product was characterized on the basis of IR and NMR spectral analyses as described in example 1.